Dataset: the Open Reaction Database (ORD), a public repository of structured organic reaction records. Task: describe an organic reaction: reactants, conditions, products, and yield Reactants: O=C1SC(C(N1)=O)CC1=CC=C(C=C1)S(=O)(=O)NC1=CC=C(C=C1)N1CCC(CC1)=O (4-(2,4-Dioxo-thiazolidin-5-ylmethyl)-N-[4-(4-oxo-piperidine-1-yl)-phenyl]-benzenesulfonamide), O[C@H](COC1=CC=CC=2NC(NC21)=O)CN ((S)-4-[2-hydroxy-3-aminopropoxy]-1,3-dihydro-2H-benzimidazol-2-one). The product is O=C1SC(C(N1)=O)CC1=CC=C(C=C1)S(=O)(=O)NC1=CC=C(C=C1)N1CCC(CC1)NC[C@@H](COC1=CC=CC=2NC(NC21)=O)O (4-[(2,4-Dioxo-1,3-thiazolidin-5-yl)methyl]-N-{4-[4-({(2S)-2-hydroxy-3-[(2-oxo-2,3-dihydro-1H-benzimidazol-4-yl)oxy]propyl}amino)-1-piperidineyl]phenyl}-benzenesulfonamide). Reaction SMILES: [O:1]=[C:2]1[NH:6][C:5](=[O:7])[CH:4]([CH2:8][C:9]2[CH:14]=[CH:13][C:12]([S:15]([NH:18][C:19]3[CH:24]=[CH:23][C:22]([N:25]4[CH2:30][CH2:29][C:28](=O)[CH2:27][CH2:26]4)=[CH:21][CH:20]=3)(=[O:17])=[O:16])=[CH:11][CH:10]=2)[S:3]1.[OH:32][C@@H:33]([CH2:46][NH2:47])[CH2:34][O:35][C:36]1[C:44]2[NH:43][C:42](=[O:45])[NH:41][C:40]=2[CH:39]=[CH:38][CH:37]=1>>[O:1]=[C:2]1[NH:6][C:5](=[O:7])[CH:4]([CH2:8][C:9]2[CH:10]=[CH:11][C:12]([S:15]([NH:18][C:19]3[CH:24]=[CH:23][C:22]([N:25]4[CH2:30][CH2:29][CH:28]([NH:47][CH2:46][C@H:33]([OH:32])[CH2:34][O:35][C:36]5[C:44]6[NH:43][C:42](=[O:45])[NH:41][C:40]=6[CH:39]=[CH:38][CH:37]=5)[CH2:27][CH2:26]4)=[CH:21][CH:20]=3)(=[O:16])=[O:17])=[CH:13][CH:14]=2)[S:3]1. Procedure details: The title compound was prepared from 4-(2,4-dioxo-thiazolidin-5-ylmethyl)-N-[4-(4-oxo-piperidine-1-yl)-phenyl]-benzenesulfonamide (which was obtained in Example 231) and (S)-4-[2-hydroxy-3-aminopropoxy]-1,3-dihydro-2H-benzimidazol-2-one (U.S. Pat. No. 5,786,356/1998) according to the procedure of Example 278 as an off-white solid; 1H NMR (300 MHz, DMSO-d6) δ 1.40-1.60 (m, 2H), 1.90-2.10 (m, 2H), 2.50-2.70 (m, 2H), 2.70-3.50 (m, 5H), 3.60 (brd, J=11.6 Hz, 2H), 4.00 (brs, 3H), 4.60 (dd, J=9.4, 4.2... Yields the product COC(=O)Cn1cc(C2CCCCC2)c2sc(C(=O)OC(C)(C)C)cc21. RXN SMILES: [Br:24][CH2:25][C:26](=[O:27])[O:28][CH3:29].[CH3:35][CH2:36][O:37][C:38]([CH3:39])=[O:40].[CH:1]1([c:7]2[c:8]3[c:9]([nH:10][cH:11]2)[cH:12][c:13]([C:15](=[O:16])[O:17][C:18]([CH3:19])([CH3:20])[CH3:21])[s:14]3)[CH2:2][CH2:3][CH2:4][CH2:5][CH2:6]1.[H-:22].[Na+:23].[O:30]=[CH:31][N:32]([CH3:33])[CH3:34]>>[CH:1]1([c:7]2[c:8]3[c:9]([n:10]([CH2:25][C:26](=[O:27])[O:28][CH3:29])[cH:11]2)[cH:12][c:13]([C:15](=[O:16])[O:17][C:18]([CH3:19])([CH3:20])[CH3:21])[s:14]3)[CH2:2][CH2:3][CH2:4][CH2:5][CH2:6]1. Starting materials: COC(=O)CBr, CCOC(C)=O, CC(C)(C)OC(=O)c1cc2[nH]cc(C3CCCCC3)c2s1, [H-], [Na+], CN(C)C=O. Reactants: FC1=C(OC2=C3C(=NC=C2)C=C(S3)C=3N=CNC3)C=CC(=C1)[N+](=O)[O-] (7-(2-fluoro-4-nitrophenoxy)-2-(1H-imidazol-4-yl)thieno[3,2-b]pyridine), [H-].[Na+] (NaH), C(OC)Cl (MOMCl). The solvent is CN(C)C=O (DMF). Yields the product FC1=C(OC2=C3C(=NC=C2)C=C(S3)C=3N=CN(C3)COC)C=CC(=C1)[N+](=O)[O-] (7-(2-Fluoro-4-nitrophenoxy)-2-(1-(methoxymethyl)-1H-imidazol-4-yl)thieno[3,2-b]pyridine). Isolated yield 37.5%. Reaction SMILES: [F:1][C:2]1[CH:22]=[C:21]([N+:23]([O-:25])=[O:24])[CH:20]=[CH:19][C:3]=1[O:4][C:5]1[CH:10]=[CH:9][N:8]=[C:7]2[CH:11]=[C:12]([C:14]3[N:15]=[CH:16][NH:17][CH:18]=3)[S:13][C:6]=12.[H-].[Na+].[CH2:28](Cl)[O:29][CH3:30]>CN(C=O)C>[F:1][C:2]1[CH:22]=[C:21]([N+:23]([O-:25])=[O:24])[CH:20]=[CH:19][C:3]=1[O:4][C:5]1[CH:10]=[CH:9][N:8]=[C:7]2[CH:11]=[C:12]([C:14]3[N:15]=[CH:16][N:17]([CH2:28][O:29][CH3:30])[CH:18]=3)[S:13][C:6]=12 |f:1.2|. Procedure details: To a solution of 7-(2-fluoro-4-nitrophenoxy)-2-(1H-imidazol-4-yl)thieno[3,2-b]pyridine (93) (WO 2006010264) (300 mg, 0.84 mmol) in dry DMF (3 ml) at 0° C. was added NaH (40 mg, 60% dispersion in oil, 1.0 mmol). The mixture was allowed to warm to room temperature over 0.5 h then re-cooled to 0° C. MOMCl (74 mg, 1.1 eq, 0.92 mmol) was added and mixture was allowed to warm to room temperature over 20 hours, concentrated and partitioned between EtOAc and water. The EtOAc phase was dried over anhydro... Reported procedure: Analogously to Method D, 0.260 g of benzyl 4-[4-(2,2-difluoro-3-phenoxypropoxy)phenyl]-3-hydroxypiperidine-1-carboxylate and 0.185 g of 6-chloromethyl-4-(3-methoxypropyl)-4H-benzo[1,4]oxazin-3-one are reacted. The title compound is obtained as a yellow oil. Rf=0.25 (1:1 EtOAc-heptane); Rt=5.67. Reaction SMILES: [F:1][C:2]([F:36])([CH2:28][O:29][C:30]1[CH:35]=[CH:34][CH:33]=[CH:32][CH:31]=1)[CH2:3][O:4][C:5]1[CH:10]=[CH:9][C:8]([CH:11]2[CH2:16][CH2:15][N:14]([C:17]([O:19][CH2:20][C:21]3[CH:26]=[CH:25][CH:24]=[CH:23][CH:22]=3)=[O:18])[CH2:13][CH:12]2[OH:27])=[CH:7][CH:6]=1.Cl[CH2:38][C:39]1[CH:40]=[CH:41][C:42]2[O:47][CH2:46][C:45](=[O:48])[N:44]([CH2:49][CH2:50][CH2:51][O:52][CH3:53])[C:43]=2[CH:54]=1>>[F:36][C:2]([F:1])([CH2:28][O:29][C:30]1[CH:31]=[CH:32][CH:33]=[CH:34][CH:35]=1)[CH2:3][O:4][C:5]1[CH:10]=[CH:9][C:8]([CH:11]2[CH2:16][CH2:15][N:14]([C:17]([O:19][CH2:20][C:21]3[CH:26]=[CH:25][CH:24]=[CH:23][CH:22]=3)=[O:18])[CH2:13][CH:12]2[O:27][CH2:38][C:39]2[CH:40]=[CH:41][C:42]3[O:47][CH2:46][C:45](=[O:48])[N:44]([CH2:49][CH2:50][CH2:51][O:52][CH3:53])[C:43]=3[CH:54]=2)=[CH:7][CH:6]=1. Reactants: FC(COC1=CC=C(C=C1)C1C(CN(CC1)C(=O)OCC1=CC=CC=C1)O)(COC1=CC=CC=C1)F (benzyl 4-[4-(2,2-difluoro-3-phenoxypropoxy)phenyl]-3-hydroxypiperidine-1-carboxylate), ClCC=1C=CC2=C(N(C(CO2)=O)CCCOC)C1 (6-chloromethyl-4-(3-methoxypropyl)-4H-benzo[1,4]oxazin-3-one). Product: FC(COC1=CC=C(C=C1)C1C(CN(CC1)C(=O)OCC1=CC=CC=C1)OCC=1C=CC2=C(N(C(CO2)=O)CCCOC)C1)(COC1=CC=CC=C1)F (Benzyl 4-[4-(2,2-difluoro-3-phenoxypropoxy)phenyl]-3-[4-(3-methoxypropyl)-3-oxo-3,4-dihydro-2H-benzo[1,4]oxazin-6-ylmethoxy]piperidine-1-carboxylate). Starting materials: resultant mixture, BrC=1C=C(C=CC1)C1=NN(C2=NC(=NC=C21)NCCN2CCOCC2)COCC[Si](C)(C)C ([3-(3-bromo-phenyl)-1-(2-trimethylsilanyl-ethoxymethyl)-1H-pyrazolo[3,4-d]pyrimidin-6-yl]-(2-morpholin-4-yl-ethyl)-amine), S1C(=CC=C1)NC (thiophen-2-yl-methylamine), CN(C)C1=CC=CC=C1C2=CC=CC=C2P(C3CCCCC3)C4CCCCC4 (DavePhos), C(C)(C)(C)O[Na] (t-BuONa). The reagents and catalysts are C=1C=CC(=CC1)/C=C/C(=O)/C=C/C2=CC=CC=C2.C=1C=CC(=CC1)/C=C/C(=O)/C=C/C2=CC=CC=C2.C=1C=CC(=CC1)/C=C/C(=O)/C=C/C2=CC=CC=C2.[Pd].[Pd] (Pd2(dba)3). The solvent is O1CCOCC1 (1,4-dioxane). The product is N1(CCOCC1)CCNC1=NC=C2C(=N1)N(N=C2C2=CC(=CC=C2)NCC=2SC=CC2)COCC[Si](C)(C)C ((2-morpholin-4-yl-ethyl)-[3-{3-[(thiophen-2-ylmethyl)-amino]-phenyl}-1-(2-trimethylsilanyl-ethoxymethyl)-1H-pyrazolo[3,4-d]pyrimidin-6-yl]-amine). RXN SMILES: Br[C:2]1[CH:3]=[C:4]([C:8]2[C:16]3[C:11](=[N:12][C:13]([NH:17][CH2:18][CH2:19][N:20]4[CH2:25][CH2:24][O:23][CH2:22][CH2:21]4)=[N:14][CH:15]=3)[N:10]([CH2:26][O:27][CH2:28][CH2:29][Si:30]([CH3:33])([CH3:32])[CH3:31])[N:9]=2)[CH:5]=[CH:6][CH:7]=1.[S:34]1[CH:38]=[CH:37][CH:36]=[C:35]1NC.[CH3:41][N:42](C1C(C2C(P(C3CCCCC3)C3CCCCC3)=CC=CC=2)=CC=CC=1)C.C(O[Na])(C)(C)C>O1CCOCC1.C1C=CC(/C=C/C(/C=C/C2C=CC=CC=2)=O)=CC=1.C1C=CC(/C=C/C(/C=C/C2C=CC=CC=2)=O)=CC=1.C1C=CC(/C=C/C(/C=C/C2C=CC=CC=2)=O)=CC=1.[Pd].[Pd]>[N:20]1([CH2:19][CH2:18][NH:17][C:13]2[N:12]=[C:11]3[N:10]([CH2:26][O:27][CH2:28][CH2:29][Si:30]([CH3:33])([CH3:32])[CH3:31])[N:9]=[C:8]([C:4]4[CH:5]=[CH:6][CH:7]=[C:2]([NH:42][CH2:41][C:35]5[S:34][CH:38]=[CH:37][CH:36]=5)[CH:3]=4)[C:16]3=[CH:15][N:14]=2)[CH2:25][CH2:24][O:23][CH2:22][CH2:21]1 |f:5.6.7.8.9|. Procedure: To a stirred solution of [3-(3-bromo-phenyl)-1-(2-trimethylsilanyl-ethoxymethyl)-1H-pyrazolo[3,4-d]pyrimidin-6-yl]-(2-morpholin-4-yl-ethyl)-amine (from Example 40 supra) (250 mg, 0.468 mmol), thiophen-2-yl-methylamine (80 mg, 0.70 mmol), DavePhos (30 mg, 0.076 mmol) and t-BuONa (70 mg, 0.73 mmol) in 1,4-dioxane (10 mL), Pd2(dba)3 (42 mg, 0.073 mmol) was added in one portion under N2 atmosphere. The resultant mixture was stirred at 100° C. for 4 hours. The mixture was cooled and filtered; the fil... Reactants: O=C([O-])O, COCCCCn1c(C(=O)NC2CC(C(=O)N3CCOCC3)CN(C(=O)OC(C)(C)C)C2)nc2ccccc21, CI, [H-], [Na+], [Na+], CN(C)C=O. Yields the product COCCCCn1c(C(=O)N(C)C2CC(C(=O)N3CCOCC3)CN(C(=O)OC(C)(C)C)C2)nc2ccccc21. Reaction SMILES: [C:49](=[O:50])([OH:51])[O-:52].[CH3:1][O:2][CH2:3][CH2:4][CH2:5][CH2:6][n:7]1[c:8]([C:16](=[O:17])[NH:18][CH:19]2[CH2:20][N:21]([C:33](=[O:34])[O:35][C:36]([CH3:37])([CH3:38])[CH3:39])[CH2:22][CH:23]([C:25](=[O:26])[N:27]3[CH2:28][CH2:29][O:30][CH2:31][CH2:32]3)[CH2:24]2)[n:9][c:10]2[c:11]1[cH:12][cH:13][cH:14][cH:15]2.[CH3:42][I:43].[H-:40].[Na+:41].[Na+:53].[O:44]=[CH:45][N:46]([CH3:47])[CH3:48]>>[CH3:1][O:2][CH2:3][CH2:4][CH2:5][CH2:6][n:7]1[c:8]([C:16](=[O:17])[N:18]([CH:19]2[CH2:20][N:21]([C:33](=[O:34])[O:35][C:36]([CH3:37])([CH3:38])[CH3:39])[CH2:22][CH:23]([C:25](=[O:26])[N:27]3[CH2:28][CH2:29][O:30][CH2:31][CH2:32]3)[CH2:24]2)[CH3:42])[n:9][c:10]2[c:11]1[cH:12][cH:13][cH:14][cH:15]2.